From a dataset of the Open Reaction Database (ORD), a public repository of structured organic reaction records. describe an organic reaction: reactants, conditions, products, and yield Procedure details: N-Methyl piperazine (0.2 mol) and 1-bromo-3-chloropropane (0.1 mol) in toluene (100 mL) were heated at 80° C. for 3 hr. The precipitate was collected and the remaining filtrate extracted with HCl (1N, 2×50 mL). The aqueous layer was made basic with NaOH (1N) and extracted with ether (3×100 mL). The combined ether layers were washed with water, dried (MgSO4), filtered and evaporated to afford product as a pale yellow oil. The solvent is C1(=CC=CC=C1)C (toluene). Reaction SMILES: [CH3:1][N:2]1[CH2:7][CH2:6][NH:5][CH2:4][CH2:3]1.Br[CH2:9][CH2:10][CH2:11][Cl:12]>C1(C)C=CC=CC=1>[Cl:12][CH2:11][CH2:10][CH2:9][N:5]1[CH2:6][CH2:7][N:2]([CH3:1])[CH2:3][CH2:4]1. Product: ClCCCN1CCN(CC1)C (1-Chloro-3-[4-Methylpiperazin-1yl]Propane). The reactants are CN1CCNCC1 (N-Methyl piperazine), BrCCCCl (1-bromo-3-chloropropane).